Dataset: the Open Reaction Database (ORD), a public repository of structured organic reaction records. Task: describe an organic reaction: reactants, conditions, products, and yield Product: CC1=C(C#CC(C)(O)C=CCl)C(C)(C)CCC1. Starting materials: C#CC1=C(C)CCCC1(C)C, [Li]CCCC, CCCCCC, CC(=O)C=CCl, C1CCOC1, O. As a reaction SMILES: [C:1](#[CH:2])[C:3]1=[C:4]([CH3:11])[CH2:5][CH2:6][CH2:7][C:8]1([CH3:9])[CH3:10].[CH2:12]([Li:13])[CH2:14][CH2:15][CH3:16].[CH3:29][CH2:30][CH2:31][CH2:32][CH2:33][CH3:34].[Cl:17][CH:18]=[CH:19][C:20]([CH3:21])=[O:22].[O:24]1[CH2:25][CH2:26][CH2:27][CH2:28]1.[OH2:23]>>[C:1](#[C:2][C:20]([CH:19]=[CH:18][Cl:17])([CH3:21])[OH:22])[C:3]1=[C:4]([CH3:11])[CH2:5][CH2:6][CH2:7][C:8]1([CH3:9])[CH3:10]. Starting materials: C1CCOC1, CCOC(=O)c1ccc(C#Cc2ccc3c(c2)C(c2ccc(O[Si](C)(C)CC(C)C)cc2)=CCC3(C)C)cc1, CCOC(C)=O. Product: CCOC(=O)c1ccc(C#Cc2ccc3c(c2)C(c2ccc(O)cc2)=CCC3(C)C)cc1. RXN SMILES: [CH2:40]1[O:41][CH2:42][CH2:43][CH2:44]1.[CH3:1][C:2]1([CH3:39])[c:3]2[cH:4][cH:5][c:6]([C:26]#[C:27][c:28]3[cH:29][cH:30][c:31]([C:32](=[O:33])[O:34][CH2:35][CH3:36])[cH:37][cH:38]3)[cH:7][c:8]2[C:9]([c:12]2[cH:13][cH:14][c:15]([O:18][Si:19]([CH2:20][CH:21]([CH3:22])[CH3:23])([CH3:24])[CH3:25])[cH:16][cH:17]2)=[CH:10][CH2:11]1.[CH3:45][CH2:46][O:47][C:48]([CH3:49])=[O:50]>>[CH3:1][C:2]1([CH3:39])[c:3]2[cH:4][cH:5][c:6]([C:26]#[C:27][c:28]3[cH:29][cH:30][c:31]([C:32](=[O:33])[O:34][CH2:35][CH3:36])[cH:37][cH:38]3)[cH:7][c:8]2[C:9]([c:12]2[cH:13][cH:14][c:15]([OH:18])[cH:16][cH:17]2)=[CH:10][CH2:11]1. Starting materials: C(C1=CC=CC=C1)OC=1C=C(C=NC1NC=1SC=C(N1)C)SCCC(=O)OC (Methyl 3-(5-(benzyloxy)-6-(4-methylthiazol-2-ylamino)pyridin-3-ylthio)propanoate), CC(C)(C)[O-].[K+] (KOtBu), ClCC1=CC(=CC=C1)OC (1-(chloromethyl)-3-methoxybenzene), Cl (HCl). Product: Cl.COC=1C=C(CSC=2C=C(C(=NC2)NC=2SC=C(N2)C)OCC2=CC=CC=C2)C=CC1 (5-(3-methoxybenzylthio)-3-(benzyloxy)-N-(4-methylthiazol-2-yl)pyridin-2-amine hydrochloride). Isolated yield 74.7%. Reaction SMILES: [CH2:1]([O:8][C:9]1[CH:10]=[C:11]([S:22][CH2:23][CH2:24]C(OC)=O)[CH:12]=[N:13][C:14]=1[NH:15][C:16]1[S:17][CH:18]=[C:19]([CH3:21])[N:20]=1)[C:2]1[CH:7]=[CH:6][CH:5]=[CH:4][CH:3]=1.CC([O-])(C)C.[K+].[Cl:35][CH2:36][C:37]1C=C[CH:40]=[C:39]([O:43][CH3:44])[CH:38]=1.Cl>>[ClH:35].[CH3:44][O:43][C:39]1[CH:40]=[C:24]([CH:36]=[CH:37][CH:38]=1)[CH2:23][S:22][C:11]1[CH:10]=[C:9]([O:8][CH2:1][C:2]2[CH:7]=[CH:6][CH:5]=[CH:4][CH:3]=2)[C:14]([NH:15][C:16]2[S:17][CH:18]=[C:19]([CH3:21])[N:20]=2)=[N:13][CH:12]=1 |f:1.2,5.6|. Reported procedure: Methyl 3-(5-(benzyloxy)-6-(4-methylthiazol-2-ylamino)pyridin-3-ylthio)propanoate (prepared according to Example 42; 70 mg, 0.17 mmol), KOtBu (0.59 mL, 0.59 mmol) and 1-(chloromethyl)-3-methoxybenzene (0.024 mL, 0.17 mmol) were reacted according to the method of Example 43 to afford 5-(3-methoxybenzylthio)-3-(benzyloxy)-N-(4-methylthiazol-2-yl)pyridin-2-amine hydrochloride (61.7 mg, 75.4% yield) as a white solid after HCl salt formation. 1H NMR (d6-DMSO) δ 7.84 (d, 1H), 7.57 (m, 3H), 7.44-7.33 (m... Reactants: Cl.Cl.NCCN1C=CC=2N=CN=C(C21)NC2=CC(=C(C=C2)OC2=CC(=CC=C2)C(F)(F)F)Cl (5-(2-Aminoethyl)-N-{3-chloro-4-[3-(trifluoromethyl)phenoxy]phenyl}-5H-pyrrolo[3,2-d]pyrimidin-4-amine dihydrochloride), C(O)([O-])=O.[Na+] (sodium hydrogen carbonate), C(=O)(N1C=NC=C1)N1C=NC=C1 (1,1′-carbonylbis(1H-imidazole)), CS(=O)(=O)CCN (2-(methylsulfonyl)ethanamine). Run in ClCCl (dichloromethane), C(C)N(CC)CC (triethylamine). Run at time 1 hour. The product is ClC=1C=C(C=CC1OC1=CC(=CC=C1)C(F)(F)F)NC=1C2=C(N=CN1)C=CN2CCNC(=O)NCCS(=O)(=O)C (N-{2-[4-({3-chloro-4-[3-(trifluoromethyl)phenoxy]phenyl}amino)-5H-pyrrolo[3,2-d]pyrimidin-5-yl]ethyl}-N′-[2-(methylsulfonyl)ethyl]urea). As a reaction SMILES: Cl.Cl.[NH2:3][CH2:4][CH2:5][N:6]1[C:14]2[C:13]([NH:15][C:16]3[CH:21]=[CH:20][C:19]([O:22][C:23]4[CH:28]=[CH:27][CH:26]=[C:25]([C:29]([F:32])([F:31])[F:30])[CH:24]=4)=[C:18]([Cl:33])[CH:17]=3)=[N:12][CH:11]=[N:10][C:9]=2[CH:8]=[CH:7]1.[C:34](N1C=CN=C1)([N:36]1[CH:40]=[CH:39]N=C1)=[O:35].[CH3:46][S:47](CCN)(=[O:49])=[O:48].C(=O)([O-])O.[Na+]>ClCCl.C(N(CC)CC)C>[Cl:33][C:18]1[CH:17]=[C:16]([NH:15][C:13]2[C:14]3[N:6]([CH2:5][CH2:4][NH:3][C:34]([NH:36][CH2:40][CH2:39][S:47]([CH3:46])(=[O:49])=[O:48])=[O:35])[CH:7]=[CH:8][C:9]=3[N:10]=[CH:11][N:12]=2)[CH:21]=[CH:20][C:19]=1[O:22][C:23]1[CH:28]=[CH:27][CH:26]=[C:25]([C:29]([F:32])([F:31])[F:30])[CH:24]=1 |f:0.1.2,5.6|. Procedure details: 5-(2-Aminoethyl)-N-{3-chloro-4-[3-(trifluoromethyl)phenoxy]phenyl}-5H-pyrrolo[3,2-d]pyrimidin-4-amine dihydrochloride (54.1 mg) and triethylamine (0.7 mL) were dissolved in dichloromethane (10 mL), 1,1′-carbonylbis(1H-imidazole) was added, and the mixture was stirred at room temperature. After 1 hr, 2-(methylsulfonyl)ethanamine (1.0 mL) was added, and the mixture was further stirred for 1 hr. Saturated aqueous sodium hydrogen carbonate was added to the reaction mixture under ice-cooling, and the...